From a dataset of the Open Reaction Database (ORD), a public repository of structured organic reaction records. describe an organic reaction: reactants, conditions, products, and yield Starting materials: CC(C(CC(=O)O)CC1=CC(=CC=C1)OC)C (4-Methyl-3-{[3-(methyloxy)phenyl]methyl}pentanoic acid), C(C(=O)Cl)(=O)Cl (oxalyl chloride), Cl (HCl), [Al+3].[Cl-].[Cl-].[Cl-] (AlCl3). Reagents/catalysts: CN(C)C=O (DMF). Solvent: C(Cl)Cl (CH2Cl2). Run at time 8 hour. Product: CC(C)C1CC(C2=CC=C(C=C2C1)OC)=O (3-(1-Methylethyl)-6-(methyloxy)-3,4-dihydro-1(2H)-naphthalenone). The yield is 81.4%. As a reaction SMILES: [CH3:1][CH:2]([CH3:17])[CH:3]([CH2:8][C:9]1[CH:14]=[CH:13][CH:12]=[C:11]([O:15][CH3:16])[CH:10]=1)[CH2:4][C:5]([OH:7])=O.C(Cl)(=O)C(Cl)=O.[Al+3].[Cl-].[Cl-].[Cl-].Cl>C(Cl)Cl.CN(C=O)C>[CH3:17][CH:2]([CH:3]1[CH2:8][C:9]2[C:14](=[CH:13][CH:12]=[C:11]([O:15][CH3:16])[CH:10]=2)[C:5](=[O:7])[CH2:4]1)[CH3:1] |f:2.3.4.5|. Procedure: To a solution of 4-methyl-3-{[3-(methyloxy)phenyl]methyl}pentanoic acid (67) (0.15 g, 0.63 mmol) in CH2Cl2 (5 mL) was added oxalyl chloride (0.17 mL, 1.90 mmol) followed by one drop of DMF. The mixture was stirred at room temperature overnight. CH2Cl2 and excess of oxalyl chloride were removed under vacuum. The residue was dissolved in CH2Cl2 (10 mL), cooled in an ice bath, AlCl3 (0.13 g, 0.95 mmol) was added. The resulting mixture was stirred at 0° C. for 4 h. Poured into 1 N HCl (7 mL) with ic...